This data is from the Open Reaction Database (ORD), a public repository of structured organic reaction records. The task is: describe an organic reaction: reactants, conditions, products, and yield The reactants are CCCCC([Sn])=C(CCCC)CCCC, Cn1ccc2cc(C#C[Si](C)(C)C)ccc21, [Cl-], [Li+], CN(C)C=O. The product is C=Cc1ccc2c(ccn2C)c1. As a reaction SMILES: [CH2:19]([C:20]([Sn:21])=[C:22]([CH2:23][CH2:24][CH2:25][CH3:26])[CH2:27][CH2:28][CH2:29][CH3:30])[CH2:31][CH2:32][CH3:33].[CH3:1][n:2]1[cH:3][cH:4][c:5]2[cH:6][c:7]([C:11]#[C:12][Si:13]([CH3:14])([CH3:15])[CH3:16])[cH:8][cH:9][c:10]12.[Cl-:18].[Li+:17].[O:34]=[CH:35][N:36]([CH3:37])[CH3:38]>>[CH3:1][n:2]1[cH:3][cH:4][c:5]2[cH:6][c:7]([CH:11]=[CH2:12])[cH:8][cH:9][c:10]12. The reactants are [Cl-].OC1=CC=C2CCC(C2=C1)CC=1N=C[NH2+]C1 (4-(6-hydroxy-indan-1-ylmethyl)-1H-imidazol-1-ium chloride), C(C)(=O)Cl (acetic acid chloride). Run in FC(C(=O)O)(F)F (trifluoroacetic acid). Run at time 24 hour. The product is [Cl-].C(C)(=O)OC1=CC=C2CCC(C2=C1)CC=1N=C[NH2+]C1 (4-(6-Acetoxyindan-1-ylmethyl)-1H-imidazol-1-ium chloride). RXN SMILES: [Cl-].[OH:2][C:3]1[CH:11]=[C:10]2[C:6]([CH2:7][CH2:8][CH:9]2[CH2:12][C:13]2[N:14]=[CH:15][NH2+:16][CH:17]=2)=[CH:5][CH:4]=1.[C:18]([Cl:21])(=[O:20])[CH3:19]>FC(F)(F)C(O)=O>[Cl-:21].[C:18]([O:2][C:3]1[CH:11]=[C:10]2[C:6]([CH2:7][CH2:8][CH:9]2[CH2:12][C:13]2[N:14]=[CH:15][NH2+:16][CH:17]=2)=[CH:5][CH:4]=1)(=[O:20])[CH3:19] |f:0.1,4.5|. Procedure details: 4-(6-hydroxy-indan-1-ylmethyl)-1H-imidazol-1-ium chloride (100 mg, 0.399 mmol) was dissolved in 1 ml of trifluoroacetic acid (TFA) and acetic acid chloride (0.510 mmol) was added. The mixture was stirred at room temperature for 24 h. TFA was evaporated and the residue was dissolved in water and made basic with 2 M NH3 (aq.). The aqueous phase was extracted with dichloromethane (DCM). The combined extracts were dried (Na2SO4) and evaporated. The residue was dissolved in diethyl ether and the solu... The product is Cc1[se]c(C(N)=O)cc1N=NN(C)C. As a reaction SMILES: [CH2:19]1[O:20][CH2:21][CH2:22][CH2:23]1.[CH3:3][N:4]([CH3:5])[N:6]=[N:7][c:8]1[cH:9][c:10]([C:14]([O:16][CH3:15])=[O:17])[se:11][c:12]1[CH3:13].[NH4+:1].[OH-:2].[OH2:18]>>[NH2:1][C:14]([c:10]1[cH:9][c:8]([N:7]=[N:6][N:4]([CH3:3])[CH3:5])[c:12]([CH3:13])[se:11]1)=[O:16]. Reactants: C1CCOC1, COC(=O)c1cc(N=NN(C)C)c(C)[se]1, [NH4+], [OH-], O. Starting materials: CC(C)[N-]C(C)C, [Li+], O=C1CCCCC1, C1CCOC1, N#Cc1ccc(Cc2ncc[nH]2)s1. The product is N#Cc1ccc(C(=C2CCCCC2)c2ncc[nH]2)s1. Reaction SMILES: [CH:14]([N-:15][CH:16]([CH3:17])[CH3:18])([CH3:19])[CH3:20].[Li+:21].[O:22]=[C:23]1[CH2:24][CH2:25][CH2:26][CH2:27][CH2:28]1.[O:29]1[CH2:30][CH2:31][CH2:32][CH2:33]1.[nH:1]1[c:2]([CH2:6][c:7]2[cH:8][cH:9][c:10]([C:12]#[N:13])[s:11]2)[n:3][cH:4][cH:5]1>>[n:1]1[c:2]([C:6]([c:7]2[cH:8][cH:9][c:10]([C:12]#[N:13])[s:11]2)=[C:23]2[CH2:24][CH2:25][CH2:26][CH2:27][CH2:28]2)[nH:3][cH:4][cH:5]1. Starting materials: C(C1=CC=CC=C1)OC1=CC(N(C=C1)C=1C=CC=2C3=C(N(C2C1)COCC)CCN(C3)C(=O)OC(C)(C)C)=O (tert-butyl 7-(4-(benzyloxy)-2-oxopyridin-1(2H)-yl)-5-(ethoxymethyl)-3,4-dihydro-1H-pyrido[4,3-b]indole-2(5H)-carboxylate), Cl (HCl). Solvent: CCO (EtOH), CCOCC (Et2O). Conditions: temperature 60 celsius. The product is C(C1=CC=CC=C1)OC1=CC(N(C=C1)C=1C=CC=2C3=C(N(C2C1)COCC)CCNC3)=O (4-(benzyloxy)-1-(5-(ethoxymethyl)-2,3,4,5-tetrahydro-1H-pyrido[4,3-b]indol-7-yl)pyridin-2(1H)-one). The yield is 62.9%. RXN SMILES: [CH2:1]([O:8][C:9]1[CH:14]=[CH:13][N:12]([C:15]2[CH:16]=[CH:17][C:18]3[C:19]4[CH2:31][N:30](C(OC(C)(C)C)=O)[CH2:29][CH2:28][C:20]=4[N:21]([CH2:24][O:25][CH2:26][CH3:27])[C:22]=3[CH:23]=2)[C:11](=[O:39])[CH:10]=1)[C:2]1[CH:7]=[CH:6][CH:5]=[CH:4][CH:3]=1.Cl>CCO.CCOCC>[CH2:1]([O:8][C:9]1[CH:14]=[CH:13][N:12]([C:15]2[CH:16]=[CH:17][C:18]3[C:19]4[CH2:31][NH:30][CH2:29][CH2:28][C:20]=4[N:21]([CH2:24][O:25][CH2:26][CH3:27])[C:22]=3[CH:23]=2)[C:11](=[O:39])[CH:10]=1)[C:2]1[CH:3]=[CH:4][CH:5]=[CH:6][CH:7]=1. Procedure details: To a solution of tert-butyl 7-(4-(benzyloxy)-2-oxopyridin-1(2H)-yl)-5-(ethoxymethyl)-3,4-dihydro-1H-pyrido[4,3-b]indole-2(5H)-carboxylate (120 mg, 0.20 mmol) in EtOH (2 mL) was added 1 N HCl in Et2O (1 mL). The reaction was stirred at 60° C. until complete. The solvent was concentrated and the residue was purified by preparative HPLC (Phenomenex Luna C18 (2), 250×50 mm, 15 micron, H2O with 0.05% TFA and CH3CN with 0.05% TFA) to give 4-(benzyloxy)-1-(5-(ethoxymethyl)-2,3,4,5-tetrahydro-1H-pyrido[...